describe an organic reaction: reactants, conditions, products, and yield From a dataset of the Open Reaction Database (ORD), a public repository of structured organic reaction records. Reactants: CNC, CCOC(C)=O, Cn1nc(-c2ccc([N+](=O)[O-])o2)c2c(Cl)ncnc21. The product is CN(C)c1ncnc2c1c(-c1ccc([N+](=O)[O-])o1)nn2C. Reaction SMILES: [CH3:20][NH:21][CH3:22].[CH3:23][CH2:24][O:25][C:26](=[O:27])[CH3:28].[Cl:1][c:2]1[c:3]2[c:4]([n:5][cH:6][n:7]1)[n:8]([CH3:19])[n:9][c:10]2-[c:11]1[o:12][c:13]([N+:16](=[O:17])[O-:18])[cH:14][cH:15]1>>[c:2]1([N:21]([CH3:20])[CH3:22])[c:3]2[c:4]([n:5][cH:6][n:7]1)[n:8]([CH3:19])[n:9][c:10]2-[c:11]1[o:12][c:13]([N+:16](=[O:17])[O-:18])[cH:14][cH:15]1. The reactants are BrCC1=CC(=CC(=C1)F)F (1-bromomethyl-3,5-difluoro-benzene), C(C)(=O)[O-].[Na+] (sodium acetate), [H][H] (hydrogen). Reagents/catalysts: [Pd] (Pd/C). The solvent is CCOCC (ether), CCOCC (ether). Product: FC1=CC(=CC(=C1)C)F (1,3-Difluoro-5-methyl-benzene). The yield is 98.1%. RXN SMILES: Br[CH2:2][C:3]1[CH:8]=[C:7]([F:9])[CH:6]=[C:5]([F:10])[CH:4]=1.C([O-])(=O)C.[Na+].[H][H]>CCOCC.[Pd]>[F:9][C:7]1[CH:8]=[C:3]([CH3:2])[CH:4]=[C:5]([F:10])[CH:6]=1 |f:1.2|. Procedure details: A mixture of 1-bromomethyl-3,5-difluoro-benzene (75 g, 0.362 mol), Pd/C (5%, 5 g), and sodium acetate (208 g, 2.54 mol) in ether (300 mL) was treated with hydrogen gas (50 psi) in a Parr shaker for 2 days. The mixture was filtered through Celite and the organic solution washed three times with saturated aqueous sodium bicarbonate solution. The aqueous layers were washed with ether and the combined organic layers dried (MgSO4), filtered, and partially concentrated by evaporation using a cold wate... Starting materials: ClCCl, C[Si](C)(C)CCC(=O)O, [Cl-], N#C[Cu]. Yields the product C[Si](C)(C)CCC(=O)C#N. RXN SMILES: [CH2:14]([Cl:15])[Cl:16].[CH3:2][Si:3]([CH2:4][CH2:5][C:6](=[O:7])[OH:8])([CH3:9])[CH3:10].[Cl-:1].[Cu:11][C:12]#[N:13]>>[CH3:2][Si:3]([CH2:4][CH2:5][C:6](=[O:7])[C:12]#[N:13])([CH3:9])[CH3:10]. Reactants: O.NC1=C(C=C(C2=C1CCO2)C(=O)N[C@@H]2[C@@H](CN(CC2)CCNC)OC)Cl (cis-4-amino-5-chloro-2,3-dihydro-N-[3-methoxy-1-[2-(methylamino)ethyl]-4-piperidinyl]-7-benzofurancarboxamide monohydrate), ClC(Cl)Cl (trichloromethane), N1(CCCC1)C(=O)Cl (1-pyrrolidinecarbonyl chloride). Solvent: C(C)N(CC)CC (N,N-diethylethanamine). Conditions: temperature 0 celsius, time 15 minute. Product: O.NC1=C(C=C(C2=C1CCO2)C(=O)N[C@@H]2[C@@H](CN(CC2)CCN(C(=O)N2CCCC2)C)OC)Cl (cis-4-amino-5-chloro-2,3-dihydro-N-[3-methoxy-1-[2[methyl(1pyrrolidinylcarbonyl)amino]ethyl]-4-piperidinyl]-7-benzofurancarboxamide monohydrate). Isolated yield 73.6%. RXN SMILES: O.[NH2:2][C:3]1[C:8]2[CH2:9][CH2:10][O:11][C:7]=2[C:6]([C:12]([NH:14][C@H:15]2[CH2:20][CH2:19][N:18]([CH2:21][CH2:22][NH:23][CH3:24])[CH2:17][C@H:16]2[O:25][CH3:26])=[O:13])=[CH:5][C:4]=1[Cl:27].ClC(Cl)Cl.[N:32]1([C:37](Cl)=[O:38])[CH2:36][CH2:35][CH2:34][CH2:33]1>C(N(CC)CC)C>[OH2:11].[NH2:2][C:3]1[C:8]2[CH2:9][CH2:10][O:11][C:7]=2[C:6]([C:12]([NH:14][C@H:15]2[CH2:20][CH2:19][N:18]([CH2:21][CH2:22][N:23]([CH3:24])[C:37]([N:32]3[CH2:36][CH2:35][CH2:34][CH2:33]3)=[O:38])[CH2:17][C@H:16]2[O:25][CH3:26])=[O:13])=[CH:5][C:4]=1[Cl:27] |f:0.1,5.6|. Procedure: To a cooled (ice-bath) mixture of 3.8 parts of cis-4-amino-5-chloro-2,3-dihydro-N-[3-methoxy-1-[2-(methylamino)ethyl]-4-piperidinyl]-7-benzofurancarboxamide monohydrate in 104.3 parts of trichloromethane were added 1.3 parts of 1-pyrrolidinecarbonyl chloride. After stirring for 15 min. at 0° C., there were added dropwise 1.31 parts of N,N-diethylethanamine, keeping the temperature below 10° C. Stirring was continued for 20 hours at room temperature. The reaction mixture was washed with water, dr... Product: Cl, NC1Cc2ccc(Oc3ccccc3)cc2C1. RXN SMILES: [C:1]([O:2][C:3](=[O:4])[NH:8][CH:9]1[CH2:10][c:11]2[cH:12][cH:13][c:14]([O:18][c:19]3[cH:20][cH:21][cH:22][cH:23][cH:24]3)[cH:15][c:16]2[CH2:17]1)([CH3:5])([CH3:6])[CH3:7].[CH3:32][C:33](=[O:34])[OH:35].[ClH:31].[O:25]1[CH2:26][CH2:27][O:28][CH2:29][CH2:30]1>>[ClH:31].[NH2:8][CH:9]1[CH2:10][c:11]2[cH:12][cH:13][c:14]([O:18][c:19]3[cH:20][cH:21][cH:22][cH:23][cH:24]3)[cH:15][c:16]2[CH2:17]1. The reactants are CC(C)(C)OC(=O)NC1Cc2ccc(Oc3ccccc3)cc2C1, CC(=O)O, Cl, C1COCCO1. Starting materials: FC=1C=C(CN2N=CC3=CC(=CC=C23)NC2=NC=NC3=CC=CC(=C23)O[C@@H](C(=O)OC)C)C=CC1 (methyl (2R)-2-[(4-{[1-(3-fluorobenzyl)-1H-indazol-5-yl]amino}quinazolin-5-yl)oxy]propanoate), C(C)N (ethylamine). Yields the product FC=1C=C(CN2N=CC3=CC(=CC=C23)NC2=NC=NC3=CC=CC(=C23)O[C@@H](C(=O)NCC)C)C=CC1 ((2R)-2-[(4-{[1-(3-fluorobenzyl)-1H-indazol-5-yl]amino}quinazolin-5-yl)oxy]-N-ethylpropanamide). Yield: 76.0%. As a reaction SMILES: [F:1][C:2]1[CH:3]=[C:4]([CH:33]=[CH:34][CH:35]=1)[CH2:5][N:6]1[C:14]2[C:9](=[CH:10][C:11]([NH:15][C:16]3[C:25]4[C:20](=[CH:21][CH:22]=[CH:23][C:24]=4[O:26][C@H:27]([CH3:32])[C:28]([O:30]C)=O)[N:19]=[CH:18][N:17]=3)=[CH:12][CH:13]=2)[CH:8]=[N:7]1.[CH2:36]([NH2:38])[CH3:37]>>[F:1][C:2]1[CH:3]=[C:4]([CH:33]=[CH:34][CH:35]=1)[CH2:5][N:6]1[C:14]2[C:9](=[CH:10][C:11]([NH:15][C:16]3[C:25]4[C:20](=[CH:21][CH:22]=[CH:23][C:24]=4[O:26][C@H:27]([CH3:32])[C:28]([NH:38][CH2:36][CH3:37])=[O:30])[N:19]=[CH:18][N:17]=3)=[CH:12][CH:13]=2)[CH:8]=[N:7]1. Reported procedure: Using the same procedure as in Example 5, methyl (2R)-2-[(4-{[1-(3-fluorobenzyl)-1H-indazol-5-yl]amino}quinazolin-5-yl)oxy]propanoate (250 mg, 0.53 mmol) was reacted with ethylamine to give the title compound as a white solid (195 mg, 76%); NMR Spectrum 1.04 (t, 3H), 1.65 (d, 3H), 3.14-3.20 (m, 2H), 5.16 (q, 1H), 5.71 (s, 2H), 7.01 (d, 1H), 7.04-7.12 (m, 3H), 7.36 (dd, 2H), 7.72-7.78 (m, 3H), 8.17 (s, 1H), 8.44 (m, 1H), 8.53 (s, 1H), 8.56 (s, 1H), 10.68 (br s, 1H); Mass spectrum MH+ 485. The reactants are O.C(C(=O)O)(=O)O.O1C2=C(C=C1)C(=CC=C2)OC[C@H](CN2CCC(CC2)C2=C(C1=C(S2)C=CC=C1)CCCN(C)C)O ((2S)-1-(4-Benzo[b]furanoxy)-3-(4-(3-(3-dimethylaminopropyl)-benzo[b]thiophen-2-yl)piperidin-1-yl)-2-propanol Oxalate Hydrate), O1[C@@H](C1)COC1=CC=CC2=C1OC=C2 ((S)-(+)-7-(oxiranylmethoxy)benzo[b]furan). Run in CO (methanol). Yields the product O.C(C(=O)O)(=O)O.O1C2=C(C=C1)C=CC=C2OC[C@H](CN2CCC(CC2)C2=C(C1=C(S2)C=CC=C1)CCCN(C)C)O.O1C2=C(C=C1)C=CC=C2OC[C@H](CN2CCC(CC2)C2=C(C1=C(S2)C=CC=C1)CCCN(C)C)O.C(C(=O)O)(=O)O ((2S)-1-(7-Benzo[b]furanoxy)-3-(4-(3-(3-dimethylaminopropyl)-benzo[b]thiophen-2-yl)piperidin-1-yl)-2-propanol Oxalate Hemihydrate). Isolated yield 39.9%. RXN SMILES: O.[C:2]([OH:7])(=[O:6])[C:3]([OH:5])=[O:4].O1C=CC2C([O:17][CH2:18][C@@H:19]([OH:42])[CH2:20][N:21]3[CH2:26][CH2:25][CH:24]([C:27]4[S:31][C:30]5[CH:32]=[CH:33][CH:34]=[CH:35][C:29]=5[C:28]=4[CH2:36][CH2:37][CH2:38][N:39]([CH3:41])[CH3:40])[CH2:23][CH2:22]3)=CC=CC1=2.[O:43]1[CH2:45][C@H:44]1[CH2:46][O:47][C:48]1[C:53]2[O:54][CH:55]=[CH:56][C:52]=2[CH:51]=[CH:50][CH:49]=1>CO>[OH2:4].[C:2]([OH:7])(=[O:6])[C:3]([OH:5])=[O:4].[O:54]1[CH:55]=[CH:56][C:52]2[CH:51]=[CH:50][CH:49]=[C:48]([O:17][CH2:18][C@@H:19]([OH:42])[CH2:20][N:21]3[CH2:22][CH2:23][CH:24]([C:27]4[S:31][C:30]5[CH:32]=[CH:33][CH:34]=[CH:35][C:29]=5[C:28]=4[CH2:36][CH2:37][CH2:38][N:39]([CH3:41])[CH3:40])[CH2:25][CH2:26]3)[C:53]1=2.[O:54]1[CH:55]=[CH:56][C:52]2[CH:51]=[CH:50][CH:49]=[C:48]([O:47][CH2:46][C@@H:44]([OH:43])[CH2:45][N:21]3[CH2:26][CH2:25][CH:24]([C:27]4[S:31][C:30]5[CH:32]=[CH:33][CH:34]=[CH:35][C:29]=5[C:28]=4[CH2:36][CH2:37][CH2:38][N:39]([CH3:41])[CH3:40])[CH2:23][CH2:22]3)[C:53]1=2.[C:2]([OH:7])(=[O:6])[C:3]([OH:5])=[O:4] |f:0.1.2,5.6.7.8.9|. Procedure: A solution 4-(3-(3-dimethylaminopropyl)benzo[b]thiophen-2-yl)piperidine (0.075 g, 0.248 mmol, prepared in example 15) and (S)-(+)-7-(oxiranylmethoxy)benzo[b]furan (0.047 g, 0.248 mmol) in methanol (3 mL) was heated at reflux for 18 hours and then cooled and evaporated. The residue was purified using silica gel chromatography (dichloromethane/10% methanol/1% ammonium hydroxide in dichloromethane gradient elution) to give the title compound as a yellow oil (0.039 g, 32%). The oxalate was prepared ...